The task is: describe an organic reaction: reactants, conditions, products, and yield. This data is from the Open Reaction Database (ORD), a public repository of structured organic reaction records. The reactants are COC(=O)C1=CC2=C(S1)C=CC(=C2)CBr (5-(Bromomethyl)benzo[b]thiophene-2-carboxylic acid methyl ester), O (water), OC=1C=NC=CC1 (3-Hydroxypyridine), [H-].[Na+] (sodium hydride). Solvent: CN(C=O)C (N,N-dimethylformamide), CN(C=O)C (N,N-dimethylformamide). Yields the product COC(=O)C1=CC2=C(S1)C=CC(=C2)COC=2C=NC=CC2 (5-(3-pyridyloxymethyl)benzo[b]thiophene-2-carboxylic acid methyl ester). As a reaction SMILES: [OH:1][C:2]1[CH:3]=[N:4][CH:5]=[CH:6][CH:7]=1.[H-].[Na+].[CH3:10][O:11][C:12]([C:14]1[S:18][C:17]2[CH:19]=[CH:20][C:21]([CH2:23]Br)=[CH:22][C:16]=2[CH:15]=1)=[O:13].O>CN(C)C=O>[CH3:10][O:11][C:12]([C:14]1[S:18][C:17]2[CH:19]=[CH:20][C:21]([CH2:23][O:1][C:2]3[CH:3]=[N:4][CH:5]=[CH:6][CH:7]=3)=[CH:22][C:16]=2[CH:15]=1)=[O:13] |f:1.2|. Procedure details: 3-Hydroxypyridine (0.40 g.) was dissolved in dry N,N-dimethylformamide (10 ml.) and sodium hydride (0.20 g. of 50% dispersion in mineral oil) was added portionwise with stirring and the resulting mixture was stirred at room temperature for 30 minutes. 5-(Bromomethyl)benzo[b]thiophene-2-carboxylic acid methyl ester (1.20 g.) in a few mls of dry N,N-dimethylformamide was then added and the mixture was stirred at room temperature for 30 minutes, and then poured into water. The mixture was extracted...